From a dataset of the Open Reaction Database (ORD), a public repository of structured organic reaction records. describe an organic reaction: reactants, conditions, products, and yield Reactants: O.NC=1C2=C(C=CC=C2N=C2CCCCC12)OC(C(=O)OCC)CC (ethyl α-[(9-amino-1,2,3,4-tetrahydroacridin-8-yl)oxy]butyrate hydrate), CC(C)([O-])C.[K+] (potassium t-butoxide), [Cl-].[NH4+] (ammonium chloride). The solvent is O1CCCC1 (tetrahydrofuran). Conditions: time 1.5 hour. The product is C(C)C1OC2=C3C(NC1=O)=C1CCCCC1=NC3=CC=C2 (3-Ethyl-1,3,9,10,11,12-hexahydro-2H-quino[4,3,2-ef][1,4]benzoxazepin-2-one). Isolated yield 86.0%. Reaction SMILES: O.[NH2:2][C:3]1[C:4]2[C:9]([N:10]=[C:11]3[C:16]=1[CH2:15][CH2:14][CH2:13][CH2:12]3)=[CH:8][CH:7]=[CH:6][C:5]=2[O:17][CH:18]([CH2:24][CH3:25])[C:19](OCC)=[O:20].CC(C)([O-])C.[K+].[Cl-].[NH4+]>O1CCCC1>[CH2:24]([CH:18]1[C:19](=[O:20])[NH:2][C:3]2=[C:16]3[C:11](=[N:10][C:9]4=[CH:8][CH:7]=[CH:6][C:5](=[C:4]24)[O:17]1)[CH2:12][CH2:13][CH2:14][CH2:15]3)[CH3:25] |f:0.1,2.3,4.5|. Procedure: To a solution of ethyl α-[(9-amino-1,2,3,4-tetrahydroacridin-8-yl)oxy]butyrate hydrate (30.34 g) in dry tetrahydrofuran (370 ml) was added potassium t-butoxide (13 g). The reaction mixture was stirred at room temperature for 1.5 hrs. Saturated ammonium chloride solution (150 ml) was added and stirring was continued for one hr. The mixture was concentrated and the concentrate was cooled. The solid was collected, washed with water, and dried to yield 21.26 g (78%) of product, mp 182°-183° C. Starting materials: Pt, C(CCCC=C)OC1=CC=C(C(=O)OC2=CC=C(C=C2)C#N)C=C1 (4-cyanophenyl 4-(5-hexenyloxy)benzoate), C[SiH](O[Si](C)(C)C)C (pentamethyldisiloxane), olefin, Pt. The reagents and catalysts are C1(C=CC=C1)[Pt](C1C=CC=C1)(Cl)Cl (dicyclopentadienylplatinum dichloride), C1(C=CC=C1)[Pt](C1C=CC=C1)(Cl)Cl (dicyclopentadienylplatinum dichloride). The solvent is C1(=CC=CC=C1)C (toluene). The product is C[Si](O[Si](C)(C)C)(CCCCCCOC1=CC=C(C(=O)OC2=CC=C(C=C2)C#N)C=C1)C (4-cyanophenyl 4-(6-pentamethyldisiloxanylhexyloxy)benzoate). Reaction SMILES: [CH2:1]([O:7][C:8]1[CH:24]=[CH:23][C:11]([C:12]([O:14][C:15]2[CH:20]=[CH:19][C:18]([C:21]#[N:22])=[CH:17][CH:16]=2)=[O:13])=[CH:10][CH:9]=1)[CH2:2][CH2:3][CH2:4][CH:5]=[CH2:6].[CH3:25][SiH:26]([CH3:32])[O:27][Si:28]([CH3:31])([CH3:30])[CH3:29]>C1(C)C=CC=CC=1.C1([Pt](Cl)(Cl)C2C=CC=C2)C=CC=C1>[CH3:25][Si:26]([CH3:32])([CH2:6][CH2:5][CH2:4][CH2:3][CH2:2][CH2:1][O:7][C:8]1[CH:24]=[CH:23][C:11]([C:12]([O:14][C:15]2[CH:16]=[CH:17][C:18]([C:21]#[N:22])=[CH:19][CH:20]=2)=[O:13])=[CH:10][CH:9]=1)[O:27][Si:28]([CH3:31])([CH3:30])[CH3:29]. Procedure: 0.94 g (0.024 mmol of Pt) of 0.5% strength dicyclopentadienylplatinum dichloride solution (dichloromethane) was added to a solution of 13.8 g (42.9 mmol) of 4-cyanophenyl 4-(5-hexenyloxy)benzoate and 6.48 g (43.7 mmol) of pentamethyldisiloxane in 50.0 g of toluene, and the mixture was refluxed for 3 hours. After complete hydrosilylation of the olefin, a further 0.94 g (0.024 mmol of Pt) of 0.5% strength dicyclopentadienylplatinum dichloride solution (dichloromethane) were added, and the mixture ... Reactants: crude product, C(CCCCC)C=1C=C(C(=O)O)C=CC1OC (3-hexyl-4-methoxybenzoic acid), CO (methanol). The reagents and catalysts are S(O)(O)(=O)=O (sulfuric acid). Run in O (Water). The product is C(CCCCC)C=1C=C(C(=O)OC)C=CC1OC (methyl 3-hexyl-4-methoxybenzoate). Reaction SMILES: [CH2:1]([C:7]1[CH:8]=[C:9]([CH:13]=[CH:14][C:15]=1[O:16][CH3:17])[C:10]([OH:12])=[O:11])[CH2:2][CH2:3][CH2:4][CH2:5][CH3:6].[CH3:18]O>S(=O)(=O)(O)O.O>[CH2:1]([C:7]1[CH:8]=[C:9]([CH:13]=[CH:14][C:15]=1[O:16][CH3:17])[C:10]([O:12][CH3:18])=[O:11])[CH2:2][CH2:3][CH2:4][CH2:5][CH3:6]. Procedure: A crude product of 3-hexyl-4-methoxybenzoic acid and methanol (4 ml) were mixed. To this solution was added conc. sulfuric acid (2 drops), and the mixture was refluxed under heating for 20 hours. Water (10 ml) was added and methanol was evaporated under reduced pressure. The aqueous layer was extracted 3 times with ethyl acetate (20 ml). The organic layers were combined, and washed 3 times with saturated brine (20 ml). This solution was dried over anhydrous magnesium sulfate, and the drying agen... The reactants are N1C=CC=2C1=NC=C(C2)C(=O)O (1H-pyrrolo[2,3-b]pyridine-5-carboxylic acid), ON=C(C1=CN=CC=C1)N (N′-hydroxynicotinimidamide), N (NH3). Product: N1=CC(=CC=C1)C1=NOC(=N1)C=1C=C2C(=NC1)NC=C2 (3-(pyridin-3-yl)-5-(1H-pyrrolo[2,3-b]pyridin-5-yl)-1,2,4-oxadiazole). Reaction SMILES: [NH:1]1[C:5]2=[N:6][CH:7]=[C:8]([C:10]([OH:12])=O)[CH:9]=[C:4]2[CH:3]=[CH:2]1.O[N:14]=[C:15]([NH2:22])[C:16]1[CH:21]=[CH:20][CH:19]=[N:18][CH:17]=1.N>>[N:18]1[CH:19]=[CH:20][CH:21]=[C:16]([C:15]2[N:22]=[C:10]([C:8]3[CH:9]=[C:4]4[CH:3]=[CH:2][NH:1][C:5]4=[N:6][CH:7]=3)[O:12][N:14]=2)[CH:17]=1. Reported procedure: The title compound was prepared according to Method C using 1H-pyrrolo[2,3-b]pyridine-5-carboxylic acid (Adesis) and N′-hydroxynicotinimidamide (Tyger). 1H NMR (300 MHz, DMSO-d6) δ 6.71 (d, J=3.4 Hz, 1 H), 7.66 (ddd, J=7.9, 4.8, 0.8 Hz, 1 H), 7.70 (d, J=3.4 Hz, 1 H), 8.47 (dt, J=8.1, 1.9 Hz, 1 H), 8.78-8.86 (m, 2 H), 9.05 (d, J=2.0 Hz, 1 H), 9.28 (dd, J=2.2, 0.8 Hz, 1 H) ppm; MS (DCI/NH3) m/z 264 (M+H)+. Reactants: ClC1CCC(CC1)C(=O)OC (1-chloro-4-carbomethoxy-cyclohexane), COC(C1=CC=C(C=C1)F)=O (methyl-4-fluorobenzoate), ClC1(CCC(CC1)C(=O)OC)F (1-chloro-1-fluoro-4-carbomethoxy-cyclohexane). Reagents/catalysts: [Pd] (palladium on carbon). Run in ClC1=C(C=CC=C1)Cl (o-dichlorobenzene). Reaction conditions: temperature 300 celsius. The product is FC1CCC(CC1)C(=O)OC (1-fluoro-4-carbomethoxy-cyclohexane). Isolated yield 85.0%. As a reaction SMILES: Cl[C:2]1([F:12])[CH2:7][CH2:6][CH:5]([C:8]([O:10][CH3:11])=[O:9])[CH2:4][CH2:3]1.ClC1CCC(C(OC)=O)CC1.COC(=O)C1C=CC(F)=CC=1>[Pd].ClC1C=CC=CC=1Cl>[F:12][CH:2]1[CH2:3][CH2:4][CH:5]([C:8]([O:10][CH3:11])=[O:9])[CH2:6][CH2:7]1. Procedure: A mixture of 1.2 parts of 1-chloro-1-fluoro-4-carbomethoxy-cyclohexane and 4.8 parts of o-dichlorobenzene were added to a bed of 2% palladium on carbon maintained at 300° C. A stream of nitrogen at 400 cc/min. swept the products into two cold traps at 0° C. and -80° C. to yield 3.84 parts of combined products. Analysis by gas chromatography and mass spectrometry indicated complete reaction to yield 85% 1-fluoro-4-carbomethoxy-cyclohexane, 5% 1-chloro-4-carbomethoxy-cyclohexane and 10% methyl-4-f... Starting materials: CC(C)O, Cc1c(SCCCCl)ccnc1CCl, Cl, Sc1ccccn1. Yields the product Cl, Cl, Cc1c(SCCCCl)ccnc1CSc1ccccn1. As a reaction SMILES: [CH:23]([OH:24])([CH3:25])[CH3:26].[Cl:9][CH2:10][c:11]1[n:12][cH:13][cH:14][c:15]([S:18][CH2:19][CH2:20][CH2:21][Cl:22])[c:16]1[CH3:17].[ClH:8].[SH:1][c:2]1[n:3][cH:4][cH:5][cH:6][cH:7]1>>[ClH:8].[ClH:9].[S:1]([c:2]1[n:3][cH:4][cH:5][cH:6][cH:7]1)[CH2:10][c:11]1[n:12][cH:13][cH:14][c:15]([S:18][CH2:19][CH2:20][CH2:21][Cl:22])[c:16]1[CH3:17]. Reactants: [2-benzyloxy]-5-(4-ethylbenzyl)bromobenzene, C(CCC)[Li].CCCCCC (n-butyllithium n-hexane), C1CCOC1 (THF), P(=O)(OCC)(OCC)Cl (diethyl chlorophosphate), C1CCOC1 (THF). Conditions: time 1 hour. Yields the product C(C)OP(OCC)(=O)C1=C(C=CC(=C1)CC1=CC=C(C=C1)CC)OCC1=CC=CC=C1 ([2-Benzyloxy-5-(4-ethylbenzyl)phenyl]phosphonic acid diethylester). RXN SMILES: [CH2:1]([Li])[CH2:2][CH2:3][CH3:4].[CH3:6][CH2:7][CH2:8][CH2:9][CH2:10][CH3:11].[P:12](Cl)([O:17][CH2:18][CH3:19])([O:14][CH2:15][CH3:16])=[O:13].[CH2:21]1[CH2:25][O:24][CH2:23][CH2:22]1>>[CH2:15]([O:14][P:12]([C:4]1[CH:6]=[C:7]([CH2:8][C:9]2[CH:6]=[CH:7][C:8]([CH2:9][CH3:10])=[CH:11][CH:10]=2)[CH:1]=[CH:2][C:3]=1[O:24][CH2:23][C:22]1[CH:21]=[CH:25][CH:3]=[CH:2][CH:1]=1)(=[O:13])[O:17][CH2:18][CH3:19])[CH3:16] |f:0.1|. Procedure details: To a solution a solution of [2-benzyloxy]-5-(4-ethylbenzyl)bromobenzene (5.00 g) in THF (36.5 mL) was added 2.44 M n-butyllithium/n-hexane solution (6.5 mL) at −78° C. and the reaction mixture was stirred for 1 hr at the same temperature. A solution of diethyl chlorophosphate (2.3 mL) in THF (5.6 mL) was added to the reaction mixture at −78° C. and the reaction mixture was stirred for 1 hr at −78° C. The reaction was quenched by the addition of saturated aqueous ammonium chloride and extracted w... Starting materials: COC(=O)c1ccc(O)c(C#N)c1, CC(C)(C)OC(=O)C(N)CBr, [K+], [K+], O=C([O-])[O-], CN(C)C=O, O. Product: COC(=O)c1ccc(OC(C)C)c(C#N)c1. RXN SMILES: [C:1](#[N:2])[c:3]1[cH:4][c:5]([C:6](=[O:7])[O:8][CH3:9])[cH:10][cH:11][c:12]1[OH:13].[C:20]([CH:21]([NH2:22])[CH2:26][Br:27])([O:28][C:23]([CH3:24])([CH3:25])[CH3:29])=[O:30].[K+:14].[K+:15].[O-:16][C:17]([O-:18])=[O:19].[O:31]=[CH:32][N:33]([CH3:34])[CH3:35].[OH2:36]>>[C:1](#[N:2])[c:3]1[cH:4][c:5]([C:6](=[O:7])[O:8][CH3:9])[cH:10][cH:11][c:12]1[O:13][CH:23]([CH3:24])[CH3:25].